Dataset: the Open Reaction Database (ORD), a public repository of structured organic reaction records. Task: describe an organic reaction: reactants, conditions, products, and yield The reactants are C(C1=CC=CC=C1)OC=1C(=NN2C1C(N(CC2C(C=[N+]=[N-])=O)C)=O)C(=O)OCC (ethyl 3-benzyloxy-7-diazoacetyl-5-methyl-4-oxo-4,5,6,7-tetrahydropyrazolo[1,5-a]pyrazine-2-carboxylate), Cl (HCl). Solvent: CCOCC (Et2O), C(Cl)Cl (CH2Cl2), CCOCC (Et2O). Reaction conditions: time 15 minute. The product is C(C1=CC=CC=C1)OC=1C(=NN2C1C(N(CC2C(CCl)=O)C)=O)C(=O)OCC (Ethyl 3-benzyloxy-7-chloroacetyl-5-methyl-4-oxo-4,5,6,7-tetrahydropyrazolo[1,5-a]pyrazine-2-carboxylate). RXN SMILES: [CH2:1]([O:8][C:9]1[C:10]([C:25]([O:27][CH2:28][CH3:29])=[O:26])=[N:11][N:12]2[CH:17]([C:18](=[O:22])[CH:19]=[N+]=[N-])[CH2:16][N:15]([CH3:23])[C:14](=[O:24])[C:13]=12)[C:2]1[CH:7]=[CH:6][CH:5]=[CH:4][CH:3]=1.[ClH:30]>CCOCC.C(Cl)Cl>[CH2:1]([O:8][C:9]1[C:10]([C:25]([O:27][CH2:28][CH3:29])=[O:26])=[N:11][N:12]2[CH:17]([C:18](=[O:22])[CH2:19][Cl:30])[CH2:16][N:15]([CH3:23])[C:14](=[O:24])[C:13]=12)[C:2]1[CH:7]=[CH:6][CH:5]=[CH:4][CH:3]=1. Procedure details: To a solution of ethyl 3-benzyloxy-7-diazoacetyl-5-methyl-4-oxo-4,5,6,7-tetrahydropyrazolo[1,5-a]pyrazine-2-carboxylate (90 mg, 0.226 mmol) in Et2O (5 mL) and anhydrous CH2Cl2 (5 mL) was added 1.0M HCl in Et2O (272 μL, 0.272 mmol). The reaction was stirred at room temperature for 15 minutes, and the solvent was removed in vacuo to afford the title product as a yellow solid. 1H NMR (400 MHz, d6-DMSO) δ 7.49-7.48 (m, 2H), 7.39-7.30 (m, 3H), 7.12 (br s, 1H), 6.03 (s, 1H), 5.57 (s, 1H), 5.22 (dd, J=... Starting materials: COC(=O)C1CCC(C(=O)Cl)CC1, Nc1sc2c(c1C(=O)NCc1ccc3c(c1)OCO3)CCCC2. The product is COC(=O)C1CCC(C(=O)Nc2sc3c(c2C(=O)NCc2ccc4c(c2)OCO4)CCCC3)CC1. RXN SMILES: [CH3:24][O:25][C:26](=[O:27])[CH:28]1[CH2:29][CH2:30][CH:31]([C:34](=[O:35])[Cl:36])[CH2:32][CH2:33]1.[O:1]1[CH2:2][O:3][c:4]2[c:5]1[cH:6][cH:7][c:8]([CH2:10][NH:11][C:12](=[O:13])[c:14]1[c:15]3[c:16]([s:17][c:18]1[NH2:19])[CH2:20][CH2:21][CH2:22][CH2:23]3)[cH:9]2>>[O:1]1[CH2:2][O:3][c:4]2[c:5]1[cH:6][cH:7][c:8]([CH2:10][NH:11][C:12](=[O:13])[c:14]1[c:15]3[c:16]([s:17][c:18]1[NH:19][C:34]([CH:31]1[CH2:30][CH2:29][CH:28]([C:26]([O:25][CH3:24])=[O:27])[CH2:33][CH2:32]1)=[O:35])[CH2:20][CH2:21][CH2:22][CH2:23]3)[cH:9]2. Starting materials: C1CCOC1, CCCCCC, [NH-]C1CCCCC1, C[Si](C)(Cl)Cl, [Li+]. The product is C[Si](C)(Cl)NC1CCCCC1. Reaction SMILES: [CH2:6]1[O:7][CH2:8][CH2:9][CH2:10]1.[CH3:19][CH2:20][CH2:21][CH2:22][CH2:23][CH3:24].[CH:11]1([NH-:17])[CH2:12][CH2:13][CH2:14][CH2:15][CH2:16]1.[Cl:1][Si:2]([CH3:3])([CH3:4])[Cl:5].[Li+:18]>>[Cl:1][Si:2]([CH3:3])([CH3:4])[NH:17][CH:11]1[CH2:12][CH2:13][CH2:14][CH2:15][CH2:16]1. Reactants: ClC1=NC=CC(=N1)C1=C(N=C(S1)C1CCCCC1)C=1C(=C(C=CC1)NS(=O)(=O)C1=C(C=CC=C1F)F)F (N-{3-[5-(2-chloro-4-pyrimidinyl)-2-cyclohexyl-1,3-thiazol-4-yl]-2-fluorophenyl}-2,6-difluorobenzenesulfonamide), [NH4+].[OH-] (NH4OH). Product: NC1=NC=CC(=N1)C1=C(N=C(S1)C1CCCCC1)C=1C(=C(C=CC1)NS(=O)(=O)C1=C(C=CC=C1F)F)F (N-{3-[5-(2-Amino-4-pyrimidinyl)-2-cyclohexyl-1,3-thiazol-4-yl]-2-fluorophenyl}-2,6-difluorobenzenesulfonamide). Isolated yield 57.0%. RXN SMILES: Cl[C:2]1[N:7]=[C:6]([C:8]2[S:12][C:11]([CH:13]3[CH2:18][CH2:17][CH2:16][CH2:15][CH2:14]3)=[N:10][C:9]=2[C:19]2[C:20]([F:37])=[C:21]([NH:25][S:26]([C:29]3[C:34]([F:35])=[CH:33][CH:32]=[CH:31][C:30]=3[F:36])(=[O:28])=[O:27])[CH:22]=[CH:23][CH:24]=2)[CH:5]=[CH:4][N:3]=1.[NH4+:38].[OH-]>>[NH2:38][C:2]1[N:7]=[C:6]([C:8]2[S:12][C:11]([CH:13]3[CH2:18][CH2:17][CH2:16][CH2:15][CH2:14]3)=[N:10][C:9]=2[C:19]2[C:20]([F:37])=[C:21]([NH:25][S:26]([C:29]3[C:34]([F:35])=[CH:33][CH:32]=[CH:31][C:30]=3[F:36])(=[O:28])=[O:27])[CH:22]=[CH:23][CH:24]=2)[CH:5]=[CH:4][N:3]=1 |f:1.2|. Procedure details: Following a procedure analogous to Example 21 using N-{3-[5-(2-chloro-4-pyrimidinyl)-2-cyclohexyl-1,3-thiazol-4-yl]-2-fluorophenyl}-2,6-difluorobenzenesulfonamide (0.10 g, 0.177 mmol) and NH4OH (3 mL) the title compound was obtained (0.055 g, 57% yield). 1H NMR (400 MHz, DMSO-d6) δ ppm 10.88 (br. s., 1H), 7.97 (br. s., 1H), 7.68 (br. s., 1H), 7.09-7.57 (m, 5H), 6.75 (br. s., 2H), 5.84 (br. s., 1H), 2.98 (d, J=0.5 Hz, 1H), 2.06 (br. s., 2H), 1.59-1.91 (m, 3H), 1.06-1.59 (m, 5H). m/z (ES+): 546 [M... Starting materials: solid, Cl.Cl.O1C=C(C=C2C1=CC=C2)C2N(CCCC2)CC[C@@H]2CC[C@H](CC2)N (trans-4-[2-(4-benzofuran-3-yl-piperidin-1-yl)-ethyl]-cyclohexylamine dihydrochloride), Cl.Cl.O1C=C(C=C2C1=CC=C2)C2N(CCCC2)CC[C@@H]2CC[C@H](CC2)N (trans-4-[2-(4-benzofuran-3-yl-piperidin-1-yl)-ethyl]-cyclohexylamine dihydrochloride), CC1=NOC(=C1)CC(=O)O (2-(3-methyl-isoxazol-5-yl)-acetic acid). The product is O1C=C(C=C2C1=CC=C2)C2N(CCCC2)CC[C@@H]2CC[C@H](CC2)NC(CC2=CC(=NO2)C)=O (trans-N-{4-[2-(4-Benzofuran-3-yl-piperidin-1-yl)-ethyl]-cyclohexyl}-2-(3-methyl-isoxazol-5-yl)-acetamide). Reaction SMILES: Cl.Cl.[O:3]1[C:8]2=[CH:9][CH:10]=[CH:11][C:7]2=[CH:6][C:5]([CH:12]2[CH2:17][CH2:16][CH2:15][CH2:14][N:13]2[CH2:18][CH2:19][C@H:20]2[CH2:25][CH2:24][C@H:23]([NH2:26])[CH2:22][CH2:21]2)=[CH:4]1.[CH3:27][C:28]1[CH:32]=[C:31]([CH2:33][C:34](O)=[O:35])[O:30][N:29]=1>>[O:3]1[C:8]2=[CH:9][CH:10]=[CH:11][C:7]2=[CH:6][C:5]([CH:12]2[CH2:17][CH2:16][CH2:15][CH2:14][N:13]2[CH2:18][CH2:19][C@H:20]2[CH2:21][CH2:22][C@H:23]([NH:26][C:34](=[O:35])[CH2:33][C:31]3[O:30][N:29]=[C:28]([CH3:27])[CH:32]=3)[CH2:24][CH2:25]2)=[CH:4]1 |f:0.1.2|. Procedure details: The title compound, off-white solid (84 mg, 74%), MS (ISP) m/z=450.3 [(M+H)+], mp 165° C., was prepared in accordance with the general method of example 1 from trans-4-[2-(4-benzofuran-3-yl-piperidin-1-yl)-ethyl]-cyclohexylamine dihydrochloride (intermediate A) (100 mg, 0.25 mmol) and 2-(3-methyl-isoxazol-5-yl)-acetic acid. The reactants are CCc1sc(NC(=O)OC(C)(C)C)nc1C, ClCCl, O=C(O)C(F)(F)F. Product: CCc1sc(N)nc1C. As a reaction SMILES: [C:1]([O:2][C:3](=[O:4])[NH:7][c:8]1[s:9][c:10]([CH2:14][CH3:15])[c:11]([CH3:13])[n:12]1)([CH3:5])([CH3:6])[CH3:16].[Cl:24][CH2:25][Cl:26].[F:17][C:18]([F:19])([F:20])[C:21]([OH:22])=[O:23]>>[NH2:7][c:8]1[s:9][c:10]([CH2:14][CH3:15])[c:11]([CH3:13])[n:12]1. The reactants are N1=CC=CC=C1 (pyridine), C(C)=O (acetaldehyde), C=O (formaldehyde). Product: N1=C(C=CC=C1)C (picoline), N1=CC=CC=C1 (pyridine). The yield is 47.0%. RXN SMILES: [CH:1](=O)[CH3:2].C=O.[N:6]1[CH:11]=[CH:10][CH:9]=[CH:8][CH:7]=1>>[N:6]1[CH:7]=[CH:8][CH:9]=[CH:10][C:1]=1[CH3:2].[N:6]1[CH:11]=[CH:10][CH:9]=[CH:8][CH:7]=1. Procedure: Specifically, Examples of the above-described U.S. Pat. No. 4,861,894 describe that the pyridine bases are synthesized using acetaldehyde and formaldehyde as starting materials to obtain pyridine yield of 47% and picoline yield of 17% (total yield of 61%). Furthermore, Japanese Patent Publication Kokoku No. 92368/1994 [Japanese Patent Publication Kokai No. 181256/1987] and Japanese Patent Publication Kokoku No. 92369/1994 [Japanese Patent Publication Kokai No. 139168/1988] describe processes in ...